From a dataset of the Open Reaction Database (ORD), a public repository of structured organic reaction records. describe an organic reaction: reactants, conditions, products, and yield Reactants: [N+](=[N-])=C (diazomethane), O(C1=CC=CC=C1)CC(=O)Cl (phenoxyacetyl chloride), Cl (hydrochloric acid). Run at time 8 hour. Procedure details: To a stirred solution of diazomethane (ca 6 g = 0.141 mmol) in ethyl ether (400 ml) was added over 2 hours at 1°-3° phenoxyacetyl chloride (11.95 g = 0.07 mole) dissolved in ethyl ether (50 ml). The mixture was stirred at the same temperature for 2 more hours and was allowed to stand overnight at room temperature. Then 5.5 N hydrochloric acid (25 ml, 0.137 moles) was added with stirring over 110 min. at 16°-20°. After the mixture was stirred for an additional 4 hours, the layers were separated a... The solvent is C(C)OCC (ethyl ether), C(C)OCC (ethyl ether). As a reaction SMILES: [N+](=[CH2:3])=[N-].[O:4]([CH2:11][C:12](Cl)=[O:13])[C:5]1[CH:10]=[CH:9][CH:8]=[CH:7][CH:6]=1.[ClH:15]>C(OCC)C>[Cl:15][CH2:3][C:12]([CH2:11][O:4][C:5]1[CH:10]=[CH:9][CH:8]=[CH:7][CH:6]=1)=[O:13]. The product is ClCC(=O)COC1=CC=CC=C1 (1-Chloro-3-phenoxyacetone).